Dataset: the Open Reaction Database (ORD), a public repository of structured organic reaction records. Task: describe an organic reaction: reactants, conditions, products, and yield Reactants: 167423p, C(OC)(OC)=O (dimethyl carbonate), C(C)N1C(=NCC1)C (1-ethyl-2-methylimidazoline), (MeO)2CO, 167424q, N-alkylimidazolines. Yields the product COC([O-])=O.C(C)[NH+]1C(N(CC1)C)C (1-ethyl-2,3-dimethylimidazolinium methyl carbonate). Isolated yield 98.0%. As a reaction SMILES: [C:1](=[O:6])([O:4]C)[O:2][CH3:3].[CH2:7]([N:9]1[CH2:13][CH2:12][N:11]=[C:10]1[CH3:14])[CH3:8]>>[CH3:3][O:2][C:1](=[O:4])[O-:6].[CH2:7]([NH+:9]1[CH2:13][CH2:12][N:11]([CH3:1])[CH:10]1[CH3:14])[CH3:8] |f:2.3|. Reported procedure: Furthermore, from JP-A-10 17,553 (Chem. Abstracts 128: 167423p) and from JP-A-10 17,554 (Chem. Abstracts 128: 167424q), it is known that N-alkylimidazolines are methylated by reaction with dimethyl carbonate on the nitrogen atom in the 3-position. Thus, the reaction of 1-ethyl-2-methylimidazoline with (MeO)2CO gives the product 1-ethyl-2,3-dimethylimidazolinium methyl carbonate in 98% yield. Reported procedure: To the 6-piperazin-1-yl-pyridazine-3-carboxylic acid (2-cyclopropylethyl)amide (0.080 g, 0.290 mmol) in dioxane (7 mL) was added 2-chlorobenzooxazole (0.053 g, 0.34 mmol) followed by the addition of 1,8-diazabicyclo[5,4,0]undec-7-ene (0.132 mL, 0.87 mmol) and tetra-n-butylammonium iodide (3 mg). The reaction mixture was stirred at room temperature for 3 hours. The solvent was removed in vacuo. The residue was dissolved in ethyl acetate, then washed with citric acid, sodium bicarbonate and brine ... Reactants: C1(CC1)CCNC(=O)C=1N=NC(=CC1)N1CCNCC1 (6-piperazin-1-yl-pyridazine-3-carboxylic acid (2-cyclopropylethyl)amide), ClC=1OC2=C(N1)C=CC=C2 (2-chlorobenzooxazole), N12CCCCCC2=NCCC1 (1,8-diazabicyclo[5,4,0]undec-7-ene). As a reaction SMILES: [CH:1]1([CH2:4][CH2:5][NH:6][C:7]([C:9]2[N:10]=[N:11][C:12]([N:15]3[CH2:20][CH2:19][NH:18][CH2:17][CH2:16]3)=[CH:13][CH:14]=2)=[O:8])[CH2:3][CH2:2]1.Cl[C:22]1[O:23][C:24]2[CH:30]=[CH:29][CH:28]=[CH:27][C:25]=2[N:26]=1.N12CCCN=C1CCCCC2>O1CCOCC1.[I-].C([N+](CCCC)(CCCC)CCCC)CCC>[CH:1]1([CH2:4][CH2:5][NH:6][C:7]([C:9]2[N:10]=[N:11][C:12]([N:15]3[CH2:20][CH2:19][N:18]([C:22]4[O:23][C:24]5[CH:30]=[CH:29][CH:28]=[CH:27][C:25]=5[N:26]=4)[CH2:17][CH2:16]3)=[CH:13][CH:14]=2)=[O:8])[CH2:3][CH2:2]1 |f:4.5|. Run at time 3 hour. The yield is 44.0%. Solvent: O1CCOCC1 (dioxane). The reagents and catalysts are [I-].C(CCC)[N+](CCCC)(CCCC)CCCC (tetra-n-butylammonium iodide). The product is C1(CC1)CCNC(=O)C=1N=NC(=CC1)N1CCN(CC1)C=1OC2=C(N1)C=CC=C2 (6-(4-BENZOOXAZOL-2-YL-PIPERAZIN-1-YL)PYRIDAZINE-3-CARBOXYLIC ACID (2-CYCLOPROPYLETHYL)AMIDE). Starting materials: Cl.C(C)(=O)OCC1=C(N2C(C(C2SC1)NC(CC1=CC=C(C=C1)CN=[N+]=[N-])=O)=O)C(=O)O (3-[(acetyloxy)methyl]-7-[[2-[4-(azidomethyl)phenyl]acetyl]amino]-8-oxo-5-thia-1-azabicyclo[4.2.0]oct-2-ene-2-carboxylic acid hydrochloride), C(C(C)(C)C)(=O)OC1=CC=C(CO)C=C1 (p-pivalyloxybenzyl alcohol), C1(CCCCC1)N=C=NC1CCCCC1 (dicyclohexylcarbodiimide). Solvent: CN(C=O)C (dimethyl formamide), CN(C=O)C (dimethyl formamide). Yields the product C(C(C)(C)C)(=O)OC1=CC=C(COC(=O)C=2N3C(C(C3SCC2COC(C)=O)NC(CC2=CC=C(C=C2)CN=[N+]=[N-])=O)=O)C=C1 (3-[(acetyloxy)methyl]-7-[[2-[4-(azidomethyl)phenyl]acetyl]amino]-8-oxo-5-thia-1-azabicyclo[4.2.0]oct-2-ene-2-carboxylic acid p-pivalyloxybenzyl ester). RXN SMILES: Cl.[C:2]([O:5][CH2:6][C:7]1[CH2:14][S:13][CH:12]2[N:9]([C:10](=[O:29])[CH:11]2[NH:15][C:16](=[O:28])[CH2:17][C:18]2[CH:23]=[CH:22][C:21]([CH2:24][N:25]=[N+:26]=[N-:27])=[CH:20][CH:19]=2)[C:8]=1[C:30]([OH:32])=[O:31])(=[O:4])[CH3:3].[C:33]([O:39][C:40]1[CH:47]=[CH:46][C:43]([CH2:44]O)=[CH:42][CH:41]=1)(=[O:38])[C:34]([CH3:37])([CH3:36])[CH3:35].C1(N=C=NC2CCCCC2)CCCCC1>CN(C)C=O>[C:33]([O:39][C:40]1[CH:47]=[CH:46][C:43]([CH2:44][O:31][C:30]([C:8]2[N:9]3[CH:12]([S:13][CH2:14][C:7]=2[CH2:6][O:5][C:2](=[O:4])[CH3:3])[CH:11]([NH:15][C:16](=[O:28])[CH2:17][C:18]2[CH:19]=[CH:20][C:21]([CH2:24][N:25]=[N+:26]=[N-:27])=[CH:22][CH:23]=2)[C:10]3=[O:29])=[O:32])=[CH:42][CH:41]=1)(=[O:38])[C:34]([CH3:37])([CH3:36])[CH3:35] |f:0.1|. Procedure: To a solution of 1.8 of 3-[(acetyloxy)methyl]-7-[[2-[4-(azidomethyl)phenyl]acetyl]amino]-8-oxo-5-thia-1-azabicyclo[4.2.0]oct-2-ene-2-carboxylic acid hydrochloride in 25 ml of dimethyl formamide is added 0.78 g of p-pivalyloxybenzyl alcohol followed by cooling to 0° C after which 3.7 mole of dicyclohexylcarbodiimide in 7.5 ml of dimethyl formamide is added dropwise with stirring. The reaction mixture is stirred for 1 hour at 0° C. and for an additional 4 hours at room temperature. The formed dicy... Starting materials: O (water), C(O)CN (Ethanolamine), COC(C(=O)C1=CC=CC=C1)C1=CC=CC=C1 (2-methoxy-1,2-diphenylethanone), COC(C(=O)C1=CC=CC=C1)C1=CC=CC=C1 (2-methoxy-1,2-diphenylethanone). Run in CO (methanol). Reaction conditions: temperature 120 celsius, time 16 hour. Product: C1(=CC=CC=C1)C(C(OC)C1=CC=CC=C1)=NCCO (1,2-Diphenyl-2-methoxy-1-(2-hydroxyethylimino)ethane). Yield: 94.0%. Reaction SMILES: [CH2:1]([CH2:3][NH2:4])[OH:2].[CH3:5][O:6][CH:7]([C:16]1[CH:21]=[CH:20][CH:19]=[CH:18][CH:17]=1)[C:8]([C:10]1[CH:15]=[CH:14][CH:13]=[CH:12][CH:11]=1)=O.O>CO>[C:10]1([C:8](=[N:4][CH2:3][CH2:1][OH:2])[CH:7]([C:16]2[CH:21]=[CH:20][CH:19]=[CH:18][CH:17]=2)[O:6][CH3:5])[CH:15]=[CH:14][CH:13]=[CH:12][CH:11]=1. Reported procedure: Ethanolamine, 8.34 g (0.137 mole) and 4.52 g (0.020 mole) of 2-methoxy-1,2-diphenylethanone were mixed together and heated at 120° C. under a gentle stream of nitrogen for 2 hr. Mass spec analysis indicated none of the 2-methoxy-1,2-diphenylethanone remained. The mixture stood at ambient temperature for 16 hr, after which it was dissolved in 20 ml of methanol. The solution was poured into 100 ml of water. A yellow oil separated which became semisolid after 1 hr. The semisolid was extracted twice... The reactants are CC(C)([O-])C.[K+] (Potassium tert-butoxide), C(C)(C)(C)N1C(C(NC2CCCC=C12)=O)=O (1-(tert-butyl)tetrahydroquinoxalin-2,3-dione), FC1=CC=C(C[N+]#[C-])C=C1 (4-fluorobenzyl isocyanide), CC(C)([O-])C.[K+] (Potassium tert-butoxide), P(=O)(OCC)(OCC)Cl (diethyl chlorophosphate). The solvent is C1CCOC1 (THF), C1CCOC1 (THF). Run at time 30 minute. The product is C(C)(C)(C)N1C(C=2N(C3=CC=CC=C13)C=NC2C2=CC=C(C=C2)F)=O (5-tert-Butyl-3-(4-fluorophenyl)-4,5-dihydroimidazo[1,5-a]quinoxalin-4-one). As a reaction SMILES: CC(C)([O-])C.[K+].[C:7]([N:11]1[C:20]2[CH:15]([CH2:16][CH2:17][CH2:18][CH:19]=2)[NH:14][C:13](=O)[C:12]1=[O:22])([CH3:10])([CH3:9])[CH3:8].P(Cl)(OCC)(OCC)=O.[F:32][C:33]1[CH:41]=[CH:40][C:36]([CH2:37][N+:38]#[C-:39])=[CH:35][CH:34]=1>C1COCC1>[C:7]([N:11]1[C:20]2[C:15](=[CH:16][CH:17]=[CH:18][CH:19]=2)[N:14]2[CH:39]=[N:38][C:37]([C:36]3[CH:40]=[CH:41][C:33]([F:32])=[CH:34][CH:35]=3)=[C:13]2[C:12]1=[O:22])([CH3:10])([CH3:9])[CH3:8] |f:0.1|. Procedure: Potassium tert-butoxide (1.0M in THF, 24.1 ml) is added to a mixture of 1-(tert-butyl)tetrahydroquinoxalin-2,3-dione (XXXI, 5.00 g) and THF (54.0 ml) at -20°. The mixture is allowed to warm to 0° over 30 min. After cooling to -40°, diethyl chlorophosphate (3.53 ml) is added and the solution is allowed to warm to 20°-25° over 40 min. After cooling to -78°, a solution of 4-fluorobenzyl isocyanide (3.62 g) and THF (5.0 ml) is added. Potassium tert-butoxide (24.1 ml) is then added dropwise over seve... Starting materials: COC=1C=C2C(=CC=NC2=CC1O)OC=1C(=NC(=C(C1)C)C)C1=NC=C(C=C1)C (6-Methoxy-4-(5,6,5′-trimethyl-[2,2′]bipyridin-3-yloxy)-quinolin-7-ol), COC=1C=C2C(=CC=NC2=CC1O)OC=1C(=NC(=C(C1)C)C)C1=NC=C(C=C1)C (6-Methoxy-4-(5,6,5′-trimethyl-[2,2′]bipyridin-3-yloxy)-quinolin-7-ol), C([O-])([O-])=O.[K+].[K+] (Potassium carbonate), BrCCCO (3-bromo-1-propanol). Run in CN(C=O)C (N,N-dimethylformamide). Reaction conditions: time 8 hour. The product is COC=1C=C2C(=CC=NC2=CC1OCCCO)OC=1C(=NC(=C(C1)C)C)C1=NC=C(C=C1)C (3-[6-Methoxy-4-(5,6,5′-trimethyl-[2,2′]bipyridin-3-yloxy)-quinolin-7-yloxy]-propan-1-ol). Yield: 46.0%. As a reaction SMILES: [CH3:1][O:2][C:3]1[CH:4]=[C:5]2[C:10](=[CH:11][C:12]=1[OH:13])[N:9]=[CH:8][CH:7]=[C:6]2[O:14][C:15]1[C:16]([C:23]2[CH:28]=[CH:27][C:26]([CH3:29])=[CH:25][N:24]=2)=[N:17][C:18]([CH3:22])=[C:19]([CH3:21])[CH:20]=1.C(=O)([O-])[O-].[K+].[K+].Br[CH2:37][CH2:38][CH2:39][OH:40]>CN(C)C=O>[CH3:1][O:2][C:3]1[CH:4]=[C:5]2[C:10](=[CH:11][C:12]=1[O:13][CH2:37][CH2:38][CH2:39][OH:40])[N:9]=[CH:8][CH:7]=[C:6]2[O:14][C:15]1[C:16]([C:23]2[CH:28]=[CH:27][C:26]([CH3:29])=[CH:25][N:24]=2)=[N:17][C:18]([CH3:22])=[C:19]([CH3:21])[CH:20]=1 |f:1.2.3|. Procedure: 6-Methoxy-4-(5,6,5′-trimethyl-[2,2′]bipyridin-3-yloxy)-quinolin-7-ol (compound 453) (50 mg) was suspended in N,N-dimethylformamide (2 ml). Potassium carbonate (54 mg) and 3-bromo-1-propanol (0.03 ml) were added to the suspension, and the mixture was stirred at room temperature overnight. The solvent was removed by distillation under the reduced pressure, water was then added to the residue, and the mixture was extracted with chloroform. The chloroform layer was washed with saturated brine and wa... Reactants: C(C)(=O)[O-].[Na+] (Sodium acetate), O=P(Cl)(Cl)Cl (POCl3), C1(CC1)CC(=O)N(C)C (2-cyclopropyl-N,N-dimethylacetamide), ClC1=CC=C(C=C1)C=1N(C=CC1C)C (2-(4-chlorophenyl)-1,3-dimethyl-1H-pyrrole). Solvent: ClCCCl (1,2-dichloroethane), O (water), C(Cl)Cl (DCM), O (water), ClCCCl (1,2-dichloroethane). Run at temperature 0 celsius, time 15 minute. The product is ClC1=CC=C(C=C1)C1=C(C=C(N1C)C(CC1CC1)=O)C (1-(5-(4-chlorophenyl)-1,4-dimethyl-1H-pyrrol-2-yl)-2-cyclopropylethanone). Yield: 30.5%. RXN SMILES: O=P(Cl)(Cl)Cl.[CH:6]1([CH2:9][C:10](N(C)C)=[O:11])[CH2:8][CH2:7]1.[Cl:15][C:16]1[CH:21]=[CH:20][C:19]([C:22]2[N:23]([CH3:28])[CH:24]=[CH:25][C:26]=2[CH3:27])=[CH:18][CH:17]=1.C([O-])(=O)C.[Na+]>ClCCCl.O.C(Cl)Cl>[Cl:15][C:16]1[CH:17]=[CH:18][C:19]([C:22]2[N:23]([CH3:28])[C:24]([C:10](=[O:11])[CH2:9][CH:6]3[CH2:7][CH2:8]3)=[CH:25][C:26]=2[CH3:27])=[CH:20][CH:21]=1 |f:3.4|. Reported procedure: POCl3 (1.36 g, 0.82 ml, 8.88 mmol) was added to 2-cyclopropyl-N,N-dimethylacetamide (prepared according to the procedure described in Nils SchrOder et al., J. Am. Chem. Soc., 2012, 134, 8298-8301), 1.13 g (8.88 mmol) at 0° C. and under stirring and the reaction was continued at 0° C. for 15 min. The reaction mixture was allowed to warm up to room temperature, stirred for 20 min, and diluted with 1,2-dichloroethane (10 ml). 2-(4-chlorophenyl)-1,3-dimethyl-1H-pyrrole (prepared according to the pro...